Dataset: the Open Reaction Database (ORD), a public repository of structured organic reaction records. Task: describe an organic reaction: reactants, conditions, products, and yield Reactants: CCOC(=O)C (EtOAc), CN(C=CC(=O)C=1C(=C(C=2N(C1)N=C(N2)NC(C)=O)C2=CC(=CC=C2)C(F)(F)F)C)C (N-[6-(3-Dimethylamino-acryloyl)-7-methyl-8-(3-trifluoromethyl-phenyl)-[1,2,4]triazolo[1,5-a]pyridin-2-yl]-acetamide), N(N)C1=C(C=C(C#N)C=C1)S(=O)(=O)C (4-hydrazino-3-methanesulfonyl-benzonitrile), Cl (HCl). Solvent: C(CCC)O (n-butanol). The product is NC1=NN2C(C(=C(C(=C2)C2=CC=NN2C2=C(C=C(C#N)C=C2)S(=O)(=O)C)C)C2=CC(=CC=C2)C(F)(F)F)=N1 (4-{5-[2-Amino-7-methyl-8-(3-trifluoromethyl-phenyl)-[1,2,4]triazolo[1,5-a]pyridin-6-yl]-pyrazol-1-yl}-3-methanesulfonyl-benzonitrile). Isolated yield 3.2%. As a reaction SMILES: CN(C)[CH:3]=[CH:4][C:5]([C:7]1[C:8]([CH3:30])=[C:9]([C:20]2[CH:25]=[CH:24][CH:23]=[C:22]([C:26]([F:29])([F:28])[F:27])[CH:21]=2)[C:10]2[N:11]([N:13]=[C:14]([NH:16]C(=O)C)[N:15]=2)[CH:12]=1)=O.[NH:32]([C:34]1[CH:41]=[CH:40][C:37]([C:38]#[N:39])=[CH:36][C:35]=1[S:42]([CH3:45])(=[O:44])=[O:43])[NH2:33].Cl.CCOC(C)=O>C(O)CCC>[NH2:16][C:14]1[N:15]=[C:10]2[C:9]([C:20]3[CH:25]=[CH:24][CH:23]=[C:22]([C:26]([F:27])([F:28])[F:29])[CH:21]=3)=[C:8]([CH3:30])[C:7]([C:5]3[N:32]([C:34]4[CH:41]=[CH:40][C:37]([C:38]#[N:39])=[CH:36][C:35]=4[S:42]([CH3:45])(=[O:44])=[O:43])[N:33]=[CH:3][CH:4]=3)=[CH:12][N:11]2[N:13]=1. Reported procedure: N-[6-(3-Dimethylamino-acryloyl)-7-methyl-8-(3-trifluoromethyl-phenyl)-[1,2,4]triazolo[1,5-a]pyridin-2-yl]-acetamide (Int. 25, 247 mg, 0.573 mmol) and 4-hydrazino-3-methanesulfonyl-benzonitrile (Int. 22, 181 mg, 0.86 mmol) were heated at 100° C. in a mixture of n-butanol (10 mL) and conc. HCl (0.3 mL) for 1.5 h. EtOAc was added and the mixture was concentrated in vacuo. The resultant residue was purified by preparative C18 HPLC, eluting with a gradient of 40-90% MeCN in water (+0.1% formic acid) ... Reactants: IC1=C2C(=NC=C1)NN=C2C(F)(F)F (4-Iodo-3-(trifluoromethyl)-1H-pyrazolo[3,4-b]pyridine), C(C)(=O)OCC (ethyl acetate), C([O-])([O-])=O.[Cs+].[Cs+] (cesium carbonate), ClC=1C=C(C#N)C=CC1F (3-chloro-4-fluorobenzonitrile). The solvent is C(C)#N (acetonitrile). Reaction conditions: temperature 70 celsius, time 24 hour. The product is ClC=1C=C(C(=O)N)C=CC1N1N=C(C=2C1=NC=CC2I)C(F)(F)F (3-chloro-4-{4-iodo-3-(trifluoromethyl)-1H-pyrazolo[3,4-b]pyridin-1-yl}benzamide). Yield: 64.0%. RXN SMILES: [I:1][C:2]1[CH:7]=[CH:6][N:5]=[C:4]2[NH:8][N:9]=[C:10]([C:11]([F:14])([F:13])[F:12])[C:3]=12.C(=O)([O-])[O-:16].[Cs+].[Cs+].[Cl:21][C:22]1[CH:23]=[C:24]([CH:27]=[CH:28][C:29]=1F)[C:25]#[N:26].C(OCC)(=O)C>C(#N)C>[Cl:21][C:22]1[CH:23]=[C:24]([CH:27]=[CH:28][C:29]=1[N:8]1[C:4]2=[N:5][CH:6]=[CH:7][C:2]([I:1])=[C:3]2[C:10]([C:11]([F:14])([F:12])[F:13])=[N:9]1)[C:25]([NH2:26])=[O:16] |f:1.2.3|. Procedure: Compound (153a) (5.0 g), cesium carbonate (7.82 g), and 3-chloro-4-fluorobenzonitrile (3.0 g) were suspended in acetonitrile (50 mL), followed by stirring at 70° C. for 24 hr. The reaction solution was distributed between ethyl acetate and an aqueous ammonium chloride solution, and the organic layer was washed with saturated saline. The organic layer after the washing was dried over anhydrous sodium sulfate, and then the solvent was distilled away. Ethanol was added to the residue, and the preci... Starting materials: COC(N(C)C)OC (N,N-Dimethylformamide dimethyl acetal), NC=1C=CC2=NC3=C(N(C(C4=CC=CC=C34)=O)C=3C=NC(=CC3)Cl)N2C1 (9-amino-6-(6-chloro-pyridin-3-yl)-pyrido[2′,1′:2,3]imidazo-[4,5-c]isoquinolin-5(6H)-one). The solvent is CN(C)C=O (DMF). Conditions: temperature 110 celsius, time 8 hour. The product is ClC1=CC=C(C=N1)N1C(C2=CC=CC=C2C2=C1N1C(=N2)C=CC(=C1)N=CN(C)C)=O (6-(6-chloro-pyridin-3-yl)-9-[[(dimethylamino)-methylene]amino]-pyrido[2′,1′:2,3]imidazo[4,5-c]isoquinolin-5(6H)-one). The yield is 62.1%. As a reaction SMILES: CO[CH:3](OC)[N:4]([CH3:6])[CH3:5].[NH2:9][C:10]1[CH:11]=[CH:12][C:13]2[N:33]([CH:34]=1)[C:16]1[N:17]([C:26]3[CH:27]=[N:28][C:29]([Cl:32])=[CH:30][CH:31]=3)[C:18](=[O:25])[C:19]3[C:24]([C:15]=1[N:14]=2)=[CH:23][CH:22]=[CH:21][CH:20]=3>CN(C=O)C>[Cl:32][C:29]1[N:28]=[CH:27][C:26]([N:17]2[C:16]3[N:33]4[CH:34]=[C:10]([N:9]=[CH:3][N:4]([CH3:6])[CH3:5])[CH:11]=[CH:12][C:13]4=[N:14][C:15]=3[C:24]3[C:19](=[CH:20][CH:21]=[CH:22][CH:23]=3)[C:18]2=[O:25])=[CH:31][CH:30]=1. Procedure: N,N-Dimethylformamide dimethyl acetal (10.0 equiv., 1.935 mmol, 0.231 g) was added to a suspension of compound 53 (1.0 equiv., 0.193 mmol, 0.070 g) in DMF (3 ml). The reaction mixture was stirred overnight at 110° C. The solvent was evaporated under reduced pressure. Isopropyl ether was added and the mixture was brought on a filter and washed with isopropyl ether to give 6-(6-chloro-pyridin-3-yl)-9-[[(dimethylamino)-methylene]amino]-pyrido[2′,1′:2,3]imidazo[4,5-c]isoquinolin-5(6H)-one (84) (0.05...